From a dataset of the Open Reaction Database (ORD), a public repository of structured organic reaction records. describe an organic reaction: reactants, conditions, products, and yield The reactants are N1C(=NC2=C1C=CC=C2)C(=O)C2=CC=C(C=C2)OC2=NC=CN=C2C=2COCCC2 (1H-Benzimidazol-2-yl(4-((3-(5,6-dihydro-2H-pyran-3-yl)-2-pyrazinyl)oxy)phenyl)methanone). Reagents/catalysts: [O-2].[O-2].[Mn+4] (Manganese dioxide), [Pd] (Palladium on carbon). Solvent: CCOC(=O)C (EtOAc). Run at time 24 hour. Yields the product N1C(=NC2=C1C=CC=C2)C(=O)C2=CC=C(C=C2)OC2=NC=CN=C2C2COCCC2 (1H-benzimidazol-2-yl(4-((3-(tetrahydro-2H-pyran-3-yl)-2-pyrazinyl)oxy)phenyl)methanone). Reaction SMILES: [NH:1]1[C:5]2[CH:6]=[CH:7][CH:8]=[CH:9][C:4]=2[N:3]=[C:2]1[C:10]([C:12]1[CH:17]=[CH:16][C:15]([O:18][C:19]2[C:24]([C:25]3[CH2:26][O:27][CH2:28][CH2:29][CH:30]=3)=[N:23][CH:22]=[CH:21][N:20]=2)=[CH:14][CH:13]=1)=[O:11]>CCOC(C)=O.[Pd].[O-2].[O-2].[Mn+4]>[NH:1]1[C:5]2[CH:6]=[CH:7][CH:8]=[CH:9][C:4]=2[N:3]=[C:2]1[C:10]([C:12]1[CH:17]=[CH:16][C:15]([O:18][C:19]2[C:24]([CH:25]3[CH2:30][CH2:29][CH2:28][O:27][CH2:26]3)=[N:23][CH:22]=[CH:21][N:20]=2)=[CH:14][CH:13]=1)=[O:11] |f:3.4.5|. Procedure: 1H-Benzimidazol-2-yl(4-((3-(5,6-dihydro-2H-pyran-3-yl)-2-pyrazinyl)oxy)phenyl)methanone (0.20 g, 0.50 mmol) was suspended in 15 mL of EtOAc in a pressure tube. Palladium on carbon, 10% (0.20 g) was added. The mixture was hydrogenated at 50 psi. After 24 hours, the mixture was filtered through celite and eluted with 50 mL of 9:1 chloroform:isopropanol. The product was taken up in 10 mL of dichloromethane. Manganese dioxide (0.58 g, 6.7 mmol) was added. After 1 h, the mixture was filtered through ... The reactants are Clc1ncc(Br)cn1, C1CCOC1, CC(=O)O, CO, N#CC1=C(C#N)C(=O)C(Cl)=C(Cl)C1=O, [Li]c1cccs1. Product: Clc1ncc(Br)c(-c2cccs2)n1. RXN SMILES: [Br:7][c:8]1[cH:9][n:10][c:11]([Cl:14])[n:12][cH:13]1.[CH2:33]1[O:34][CH2:35][CH2:36][CH2:37]1.[CH3:15][C:16](=[O:17])[OH:18].[CH3:38][OH:39].[Cl:19][C:20]1=[C:31]([Cl:32])[C:29](=[O:30])[C:26]([C:27]#[N:28])=[C:23]([C:24]#[N:25])[C:21]1=[O:22].[s:1]1[c:2]([Li:6])[cH:3][cH:4][cH:5]1>>[s:1]1[c:2](-[c:9]2[c:8]([Br:7])[cH:13][n:12][c:11]([Cl:14])[n:10]2)[cH:3][cH:4][cH:5]1. RXN SMILES: [C:1]([CH3:2])([CH3:3])([CH3:4])[O:5][C:6](=[O:7])[N:8]1[CH2:9][CH2:10][N:11]([C:14](=[O:15])[O:16][CH2:17][C:18]([CH2:19][n:20]2[c:21]([Cl:28])[n:22][c:23]([N+:25](=[O:26])[O-:27])[cH:24]2)([CH3:29])[OH:30])[CH2:12][CH2:13]1.[H-:31].[Na+:32].[O:33]=[CH:34][N:35]([CH3:36])[CH3:37]>>[C:1]([CH3:2])([CH3:3])([CH3:4])[O:5][C:6](=[O:7])[N:8]1[CH2:9][CH2:10][N:11]([C:14](=[O:15])[O:16][CH2:17][C:18]2([CH3:29])[CH2:19][n:20]3[c:21]([n:22][c:23]([N+:25](=[O:26])[O-:27])[cH:24]3)[O:30]2)[CH2:12][CH2:13]1. The reactants are CC(O)(COC(=O)N1CCN(C(=O)OC(C)(C)C)CC1)Cn1cc([N+](=O)[O-])nc1Cl, [H-], [Na+], CN(C)C=O. Yields the product CC(C)(C)OC(=O)N1CCN(C(=O)OCC2(C)Cn3cc([N+](=O)[O-])nc3O2)CC1. The reactants are Cl.NC1=CC=C2C(=N1)N(C(C2(C)C)=O)C (6-amino-1,3,3-trimethyl-1H-pyrrolo[2,3-b]pyridin-2(3H)-one hydrochloride), CC=1C=C(C(=O)O)C=CN1 (2-methylisonicotinic acid). The product is CC=1C=C(C(=O)NC2=CC=C3C(=N2)N(C(C3(C)C)=O)C)C=CN1 (2-Methyl-N-(1,3,3-trimethyl-2-oxo-2,3-dihydro-1H-pyrrolo[2,3-b]pyridin-6-yl)isonicotinamide). RXN SMILES: Cl.[NH2:2][C:3]1[N:8]=[C:7]2[N:9]([CH3:15])[C:10](=[O:14])[C:11]([CH3:13])([CH3:12])[C:6]2=[CH:5][CH:4]=1.[CH3:16][C:17]1[CH:18]=[C:19]([CH:23]=[CH:24][N:25]=1)[C:20](O)=[O:21]>>[CH3:16][C:17]1[CH:18]=[C:19]([CH:23]=[CH:24][N:25]=1)[C:20]([NH:2][C:3]1[N:8]=[C:7]2[N:9]([CH3:15])[C:10](=[O:14])[C:11]([CH3:12])([CH3:13])[C:6]2=[CH:5][CH:4]=1)=[O:21] |f:0.1|. Procedure details: Prepared in analogy to example 26 using 6-amino-1,3,3-trimethyl-1H-pyrrolo[2,3-b]pyridin-2(3H)-one hydrochloride (example 76c) and 2-methylisonicotinic acid. The title compound was obtained as light brown viscous oil. Starting materials: [BH4-].[Na+] (Sodium borohydride), FC\1(CCN(C2=C(/C1=C/C(=O)N1CCC(CC1)C(CC(=O)OCC)=O)C=CC=C2)C(=O)C2=C(N=C(S2)C2=CC=CC=C2)C)F (ethyl (Z)-3-(1-{[4,4-difluoro-1-(4-methyl-2-phenylthiazole-5-carbonyl)-2,3,4,5-tetrahydro-1H-1-benzoazepin-5-ylidene]acetyl}-4-piperidyl)-3-oxopropionate). Run in O1C(CCC1)CCO (tetrahydrofuran-ethanol), C(C)(=O)OCC (ethyl acetate). Conditions: time 28 hour. The product is FC\1(CCN(C2=C(/C1=C/C(=O)N1CCC(CC1)C(CCO)O)C=CC=C2)C(=O)C2=C(N=C(S2)C2=CC=CC=C2)C)F ((Z)-1-(1-{[4,4-difluoro-1-(4-methyl-2-phenylthiazole-5-carbonyl)-2,3,4,5-tetrahydro-1H-1-benzoazepin-5-ylidene]acetyl}-4-piperidyl)propane-1,3-diol), FC\1(CCN(C2=C(/C1=C/C(=O)N1CCC(CC1)C(CC(=O)OCC)O)C=CC=C2)C(=O)C2=C(N=C(S2)C2=CC=CC=C2)C)F (ethyl (Z)-3-(1-{[4,4-difluoro-1-(4-methyl-2-phenylthiazole-5-carbonyl)-2,3,4,5-tetrahydro-1H-1-benzoazepin-5-ylidene]acetyl}-4-piperidyl)-3-hydroxypropionate). RXN SMILES: [BH4-].[Na+].[F:3][C:4]1([F:46])[CH2:5][CH2:6][N:7]([C:32]([C:34]2[S:38][C:37]([C:39]3[CH:44]=[CH:43][CH:42]=[CH:41][CH:40]=3)=[N:36][C:35]=2[CH3:45])=[O:33])[C:8]2[CH:31]=[CH:30][CH:29]=[CH:28][C:9]=2/[C:10]/1=[CH:11]/[C:12]([N:14]1[CH2:19][CH2:18][CH:17]([C:20](=[O:27])[CH2:21][C:22]([O:24][CH2:25][CH3:26])=[O:23])[CH2:16][CH2:15]1)=[O:13]>O1CCCC1CCO.C(OCC)(=O)C>[F:46][C:4]1([F:3])[CH2:5][CH2:6][N:7]([C:32]([C:34]2[S:38][C:37]([C:39]3[CH:40]=[CH:41][CH:42]=[CH:43][CH:44]=3)=[N:36][C:35]=2[CH3:45])=[O:33])[C:8]2[CH:31]=[CH:30][CH:29]=[CH:28][C:9]=2/[C:10]/1=[CH:11]/[C:12]([N:14]1[CH2:15][CH2:16][CH:17]([CH:20]([OH:27])[CH2:21][CH2:22][OH:23])[CH2:18][CH2:19]1)=[O:13].[F:46][C:4]1([F:3])[CH2:5][CH2:6][N:7]([C:32]([C:34]2[S:38][C:37]([C:39]3[CH:44]=[CH:43][CH:42]=[CH:41][CH:40]=3)=[N:36][C:35]=2[CH3:45])=[O:33])[C:8]2[CH:31]=[CH:30][CH:29]=[CH:28][C:9]=2/[C:10]/1=[CH:11]/[C:12]([N:14]1[CH2:15][CH2:16][CH:17]([CH:20]([OH:27])[CH2:21][C:22]([O:24][CH2:25][CH3:26])=[O:23])[CH2:18][CH2:19]1)=[O:13] |f:0.1|. Procedure: Sodium borohydride (36 mg) was added to a solution of 400 mg of ethyl (Z)-3-(1-{[4,4-difluoro-1-(4-methyl-2-phenylthiazole-5-carbonyl)-2,3,4,5-tetrahydro-1H-1-benzoazepin-5-ylidene]acetyl}-4-piperidyl)-3-oxopropionate in 10 ml of tetrahydrofuran-ethanol (1:1), and the mixture was stirred at room temperature for 28 hours. The reaction solution was diluted with ethyl acetate, washed with a saturated aqueous solution of NaCl and dried over magnesium sulfate, and the solvent was evaporated therefrom... The reactants are ClC1=CC(=CC(=C1)C)Cl (1,3-dichloro-5-methylbenzene), [Li]CCCC (n-BuLi), C(=O)=O (dry-ice). The solvent is C1CCOC1 (THF). Reaction conditions: temperature -78 celsius, time 30 minute. The product is ClC1=C(C(=O)O)C(=CC(=C1)C)Cl (2,6-dichloro-4-methylbenzoic acid). RXN SMILES: [Cl:1][C:2]1[CH:7]=[C:6]([CH3:8])[CH:5]=[C:4]([Cl:9])[CH:3]=1.[Li]CCCC.[C:15](=[O:17])=[O:16]>C1COCC1>[Cl:1][C:2]1[CH:7]=[C:6]([CH3:8])[CH:5]=[C:4]([Cl:9])[C:3]=1[C:15]([OH:17])=[O:16]. Procedure: To a stirred solution of 1,3-dichloro-5-methylbenzene (2.0 g, 12.4 mmol) in THF (20 mL) was added n-BuLi (2.0 M in hexane, 9.3 mL, 18.6 mmol) at −78° C. dropwise over a period of 10 min and mixture was stirred at −78° C. for 30 min. A dry-ice was added to the reaction mixture slowly and the mixture was stirred at the same temperature for 20 min. Thereafter, the reaction mixture was slowly warmed to room temperature, quenched with 6 M HCl (10 mL) and extracted with EtOAc (2×30 mL). The combined o... Starting materials: Cc1cccc(C)c1N(CCCC(=O)O)C(=O)c1ccc(Cl)cc1, COC(=O)C(C)N. The product is COC(=O)C(C)NC(=O)CCCN(C(=O)c1ccc(Cl)cc1)c1c(C)cccc1C. Reaction SMILES: [Cl:1][c:2]1[cH:3][cH:4][c:5]([C:6](=[O:7])[N:8]([c:9]2[c:10]([CH3:16])[cH:11][cH:12][cH:13][c:14]2[CH3:15])[CH2:17][CH2:18][CH2:19][C:20](=[O:21])[OH:22])[cH:23][cH:24]1.[NH2:25][CH:26]([CH3:27])[C:28](=[O:29])[O:30][CH3:31]>>[Cl:1][c:2]1[cH:3][cH:4][c:5]([C:6](=[O:7])[N:8]([c:9]2[c:10]([CH3:16])[cH:11][cH:12][cH:13][c:14]2[CH3:15])[CH2:17][CH2:18][CH2:19][C:20](=[O:21])[NH:25][CH:26]([CH3:27])[C:28](=[O:29])[O:30][CH3:31])[cH:23][cH:24]1.